From a dataset of the Open Reaction Database (ORD), a public repository of structured organic reaction records. describe an organic reaction: reactants, conditions, products, and yield Reactants: NC1=NC(=NC=C1)C(C(=O)NC1[C@@H]2N(C(=CCS2)C(=O)OCC2=CC=C(C=C2)[N+](=O)[O-])C1=O)=NOC (4-nitrobenzyl 7-[2-(4-aminopyrimidin-2-yl)-2-methoxyiminoacetamido]-3-cephem-4-carboxylate). Reagents/catalysts: [Pd] (palladium on carbon). The solvent is O1CCCC1 (tetrahydrofuran). Run at time 3 hour. Product: NC1=NC(=NC=C1)C(C(=O)NC1[C@@H]2N(C(=CCS2)C(=O)O)C1=O)=NOC (7-[2-(4-aminopyrimidin-2-yl)-2-methoxyiminoacetamido]-3-cephem-4-carboxylic acid). The yield is 33.9%. RXN SMILES: [NH2:1][C:2]1[CH:7]=[CH:6][N:5]=[C:4]([C:8](=[N:34][O:35][CH3:36])[C:9]([NH:11][CH:12]2[C:32](=[O:33])[N:14]3[C:15]([C:19]([O:21]CC4C=CC([N+]([O-])=O)=CC=4)=[O:20])=[CH:16][CH2:17][S:18][C@H:13]23)=[O:10])[N:3]=1>[Pd].O1CCCC1>[NH2:1][C:2]1[CH:7]=[CH:6][N:5]=[C:4]([C:8](=[N:34][O:35][CH3:36])[C:9]([NH:11][CH:12]2[C:32](=[O:33])[N:14]3[C:15]([C:19]([OH:21])=[O:20])=[CH:16][CH2:17][S:18][C@H:13]23)=[O:10])[N:3]=1. Reported procedure: A mixture of 4-nitrobenzyl 7-[2-(4-aminopyrimidin-2-yl)-2-methoxyiminoacetamido]-3-cephem-4-carboxylate (syn isomer) (3.0 g) and 10% palladium on carbon (1.5 g) in 50% aqueous tetrahydrofuran (90 ml) was stirred under hydrogen atmosphere for 3 hours at ambient temperature. The catalyst was removed by filtration and the filtrate was concentrated to half of the original volume. The remaining aqueous solution was diluted with water (100 ml), washed with ethyl acetate, adjusted to pH 3 with 10% hydr... Reactants: CCOC(C)=O, CCCCCCCCCCCCCCCc1cccc(OC)c1C(=O)OC, CC(C)(C)[O-], CCCCCC, CS(C)=O, Cl, [K+], O. Yields the product CCCCCCCCCCCCCCCc1cccc(OC)c1C(=O)O. Reaction SMILES: [C:34]([O:35][CH2:36][CH3:37])(=[O:38])[CH3:39].[CH3:1][O:2][c:3]1[c:4]([C:5](=[O:6])[O:7][CH3:8])[c:9]([CH2:13][CH2:14][CH2:15][CH2:16][CH2:17][CH2:18][CH2:19][CH2:20][CH2:21][CH2:22][CH2:23][CH2:24][CH2:25][CH2:26][CH3:27])[cH:10][cH:11][cH:12]1.[CH3:28][C:29]([CH3:30])([O-:31])[CH3:32].[CH3:40][CH2:41][CH2:42][CH2:43][CH2:44][CH3:45].[CH3:47][S:48](=[O:49])[CH3:50].[ClH:46].[K+:33].[OH2:51]>>[CH3:1][O:2][c:3]1[c:4]([C:5](=[O:6])[OH:7])[c:9]([CH2:13][CH2:14][CH2:15][CH2:16][CH2:17][CH2:18][CH2:19][CH2:20][CH2:21][CH2:22][CH2:23][CH2:24][CH2:25][CH2:26][CH3:27])[cH:10][cH:11][cH:12]1. The reactants are C(C1=CC=CC=C1)OCC1N(C1)C(C1=CC=CC=C1)(C1=CC=CC=C1)C1=CC=CC=C1 (2-[(benzyloxy)methyl]-1-tritylaziridine). The solvent is ClCCl (dichloromethane), FC(C(=O)O)(F)F (trifluoroacetic acid), C(C)[SiH](CC)CC (triethylsilane). Reaction conditions: time 1 hour. Product: C(C1=CC=CC=C1)OCC1NC1 (2-[(benzyloxy)methyl]aziridine). RXN SMILES: [CH2:1]([O:8][CH2:9][CH:10]1[CH2:12][N:11]1C(C1C=CC=CC=1)(C1C=CC=CC=1)C1C=CC=CC=1)[C:2]1[CH:7]=[CH:6][CH:5]=[CH:4][CH:3]=1>ClCCl.FC(F)(F)C(O)=O.C([SiH](CC)CC)C>[CH2:1]([O:8][CH2:9][CH:10]1[CH2:12][NH:11]1)[C:2]1[CH:7]=[CH:6][CH:5]=[CH:4][CH:3]=1. Reported procedure: To a cold (0° C.) solution of 2-[(benzyloxy)methyl]-1-tritylaziridine (1.28 g, 3.16 mmol) in dichloromethane (13 mL), trifluoroacetic acid (1 mL) and triethylsilane (2.0 mL) was added and stirred at the temperature for 1 h. The resultant mixture was concentrated under vacuum, and the residue was partitioned between ether and brine. The organic extract was dried with anhydrous magnesium sulfate, filtered, and concentrated under vacuum. The residue was subjected to column chromatography on silica ...